Dataset: the Open Reaction Database (ORD), a public repository of structured organic reaction records. Task: describe an organic reaction: reactants, conditions, products, and yield Starting materials: [K].OC=CC(C(C)(C)C)=O (1-hydroxy-4,4-dimethyl-1-pentene-3-one potassium salt), C(C)O (ethanol), O.NN (hydrazine hydrate). Solvent: O (water). Yields the product C(C)(C)(C)C1=NNC=C1 (3-t-butyl-1H-pyrazole). The yield is 42.6%. RXN SMILES: [K].O[CH:3]=[CH:4][C:5](=O)[C:6]([CH3:9])([CH3:8])[CH3:7].C(O)C.O.[NH2:15][NH2:16]>O>[C:6]([C:5]1[CH:4]=[CH:3][NH:16][N:15]=1)([CH3:9])([CH3:8])[CH3:7] |f:0.1,3.4,^1:0|. Reported procedure: Under nitrogen atmosphere, mixture of 50.00 g of pinacolone and 42.00 g of methyl formate was cooled to 0° C., and then 56.00 g of potassium t-butoxide was added to the mixture over the period for 3 hours. During that, the temperature of the mixture was kept below 20° C. After that, the reaction mixture was stirred at 30° C. for 5 hours. Diethyl ether was added to the reaction mixture which was cooled to room temperature, as a result, solid was produced. The solid was collected by filtration, an... Reactants: CC1=C(C=CC2=CC=CC=C12)OC1CCNCC1 (4-(1-methyl-2-naphthalenyloxy)piperidine), ClCCCC(=O)C1=CC=C(C=C1)F (4-chloro-1-(4-fluorophenyl)-1-butanone), C([O-])(O)=O.[K+] (potassium bicarbonate), [I-].[K+] (potassium iodide). The solvent is C1(=CC=CC=C1)C (toluene). Yields the product CC1=C(C=CC2=CC=CC=C12)OC1CCN(CC1)CCCC(=O)C1=CC=C(C=C1)F (4-[4-(1-methyl-2-naphthalenyloxy)-1-piperidyl]-1-(4-fluorophenyl)-1-butanone). As a reaction SMILES: [CH3:1][C:2]1[C:11]2[C:6](=[CH:7][CH:8]=[CH:9][CH:10]=2)[CH:5]=[CH:4][C:3]=1[O:12][CH:13]1[CH2:18][CH2:17][NH:16][CH2:15][CH2:14]1.Cl[CH2:20][CH2:21][CH2:22][C:23]([C:25]1[CH:30]=[CH:29][C:28]([F:31])=[CH:27][CH:26]=1)=[O:24].C(=O)(O)[O-].[K+].[I-].[K+]>C1(C)C=CC=CC=1>[CH3:1][C:2]1[C:11]2[C:6](=[CH:7][CH:8]=[CH:9][CH:10]=2)[CH:5]=[CH:4][C:3]=1[O:12][CH:13]1[CH2:18][CH2:17][N:16]([CH2:20][CH2:21][CH2:22][C:23]([C:25]2[CH:26]=[CH:27][C:28]([F:31])=[CH:29][CH:30]=2)=[O:24])[CH2:15][CH2:14]1 |f:2.3,4.5|. Reported procedure: A solution of 3.47 g of (12.5 mmole) of 4-(1-methyl-2-naphthalenyloxy)piperidine, 2.63 g (13.1 mmole) of 4-chloro-1-(4-fluorophenyl)-1-butanone, 5.2 g (52 mmole) of potassium bicarbonate and a pinch of potassium iodide in 60 ml of toluene is heated at reflux for 80 hours. The mixture is partitioned between toluene and water and the organic phase washed with brine, dried over magnesium sulfate, and concentrated in vacuo to yield 4-[4-(1-methyl-2-naphthalenyloxy)-1-piperidyl]-1-(4-fluorophenyl)-1-... Starting materials: C(=O)([O-])[O-].[K+].[K+] (K2CO3), OC1=C(C=C2C(=CC=NC2=C1)OC1=CC=C(C=C1)NC(=O)C=1C(N(N(C1C)C)C1=CC=CC=C1)=O)OC (N-(4-((7-hydroxy-6-methoxyquinolin-4-yl)oxy)phenyl)-1,5-dimethyl-3-oxo-2-phenyl-2,3-dihydro-1H-pyrazole-4-carboxamide), C[C@@H]1OC1 ((S)-2-methyloxirane). Solvent: CN(C)C=O.O (DMF H2O). Product: O[C@H](COC1=C(C=C2C(=CC=NC2=C1)OC1=CC=C(C=C1)NC(=O)C=1C(N(N(C1C)C)C1=CC=CC=C1)=O)OC)C ((S)—N-(4-((7-(2-hydroxypropoxy)-6-methoxyquinolin-4-yl)oxy)phenyl)-1,5-dimethyl-3-oxo-2-phenyl-2,3-dihydro-1H-pyrazole-4-carboxamide), solid. Isolated yield 38.3%. As a reaction SMILES: [OH:1][C:2]1[CH:11]=[C:10]2[C:5]([C:6]([O:12][C:13]3[CH:18]=[CH:17][C:16]([NH:19][C:20]([C:22]4[C:23](=[O:35])[N:24]([C:29]5[CH:34]=[CH:33][CH:32]=[CH:31][CH:30]=5)[N:25]([CH3:28])[C:26]=4[CH3:27])=[O:21])=[CH:15][CH:14]=3)=[CH:7][CH:8]=[N:9]2)=[CH:4][C:3]=1[O:36][CH3:37].[CH3:38][C@H:39]1[CH2:41][O:40]1.C([O-])([O-])=O.[K+].[K+]>CN(C=O)C.O>[OH:40][C@@H:39]([CH3:41])[CH2:38][O:1][C:2]1[CH:11]=[C:10]2[C:5]([C:6]([O:12][C:13]3[CH:14]=[CH:15][C:16]([NH:19][C:20]([C:22]4[C:23](=[O:35])[N:24]([C:29]5[CH:30]=[CH:31][CH:32]=[CH:33][CH:34]=5)[N:25]([CH3:28])[C:26]=4[CH3:27])=[O:21])=[CH:17][CH:18]=3)=[CH:7][CH:8]=[N:9]2)=[CH:4][C:3]=1[O:36][CH3:37] |f:2.3.4,5.6|. Reported procedure: The title compound was prepared according to the procedure described in Example 15 by using N-(4-((7-hydroxy-6-methoxyquinolin-4-yl)oxy)phenyl)-1,5-dimethyl-3-oxo-2-phenyl-2,3-dihydro-1H-pyrazole-4-carboxamide (4.93 g, 9.93 mmol), (S)-2-methyloxirane (8.8 mL, 150 mmol) and K2CO3 (2.74 g, 19.8 mmol) in DMF/H2O (21 mL/4 mL). The title compound was purified by a silica gel column chromatography (DCM/MeOH=50/1 to 20/1) and was obtained as a pale solid (2.1 g, 38.3%). Starting materials: COC1=C(C=C(C=C1)NC(C1=C(C=CC(=C1)CN)Cl)=O)C(=O)NC1=CC=C(C=C1)Br (N-[4-methoxy-3-(4-bromophenyl)aminocarbonyl-phenyl]-2-chloro-5-aminomethyl-benzamide), C1(CC1)S(=O)(=O)Cl (cyclopropylsulphonic acid chloride), N1=CC=CC=C1 (pyridine). Run in C(C)#N (acetonitrile). Conditions: time 8 hour. Yields the product COC1=C(C=C(C=C1)NC(C1=C(C=CC(=C1)CNS(=O)(=O)C1CC1)Cl)=O)C(=O)NC1=CC=C(C=C1)Br (N-[4-Methoxy-3-(4-bromophenyl)aminocarbonyl-phenyl]-2-chloro-5-cyclopropylsulphonylaminomethyl-benzamide). As a reaction SMILES: [CH3:1][O:2][C:3]1[CH:8]=[CH:7][C:6]([NH:9][C:10](=[O:20])[C:11]2[CH:16]=[C:15]([CH2:17][NH2:18])[CH:14]=[CH:13][C:12]=2[Cl:19])=[CH:5][C:4]=1[C:21]([NH:23][C:24]1[CH:29]=[CH:28][C:27]([Br:30])=[CH:26][CH:25]=1)=[O:22].[CH:31]1([S:34](Cl)(=[O:36])=[O:35])[CH2:33][CH2:32]1.N1C=CC=CC=1>C(#N)C>[CH3:1][O:2][C:3]1[CH:8]=[CH:7][C:6]([NH:9][C:10](=[O:20])[C:11]2[CH:16]=[C:15]([CH2:17][NH:18][S:34]([CH:31]3[CH2:33][CH2:32]3)(=[O:36])=[O:35])[CH:14]=[CH:13][C:12]=2[Cl:19])=[CH:5][C:4]=1[C:21]([NH:23][C:24]1[CH:25]=[CH:26][C:27]([Br:30])=[CH:28][CH:29]=1)=[O:22]. Reported procedure: A mixture of 52.5 mg N-[4-methoxy-3-(4-bromophenyl)aminocarbonyl-phenyl]-2-chloro-5-aminomethyl-benzamide (0.10 mmol), 16.8 mg cyclopropylsulphonic acid chloride (0.12 mmol), 1.0 mL pyridine and 4.0 mL acetonitrile was stirred overnight, concentrated, dissolved in 3 mL DMF and purified by prep. HPLC. Starting materials: C(C)(C)(C)OC(=O)N1CCC(CC1)O (1-(tert-butoxycarbonyl)-4-hydroxypiperidine), ice water, [H-].[Na+] (sodium hydride), BrCCCCBr (1,4-dibromobutane). The solvent is CN(C=O)C (N,N-dimethylformamide). Yields the product C(C)(C)(C)OC(=O)N1CCC(CC1)OCCCCBr (1-(tert-butoxycarbonyl)-4-[(4-bromo)butoxy]piperidine). The yield is 15.0%. RXN SMILES: [C:1]([O:5][C:6]([N:8]1[CH2:13][CH2:12][CH:11]([OH:14])[CH2:10][CH2:9]1)=[O:7])([CH3:4])([CH3:3])[CH3:2].[H-].[Na+].[Br:17][CH2:18][CH2:19][CH2:20][CH2:21]Br>CN(C)C=O>[C:1]([O:5][C:6]([N:8]1[CH2:13][CH2:12][CH:11]([O:14][CH2:21][CH2:20][CH2:19][CH2:18][Br:17])[CH2:10][CH2:9]1)=[O:7])([CH3:4])([CH3:2])[CH3:3] |f:1.2|. Reported procedure: To a solution of 1-(tert-butoxycarbonyl)-4-hydroxypiperidine (6 g) in N,N-dimethylformamide (30 ml) was portion wise added sodium hydride (60%, 1.6 g) at 5° C. with stirring. The mixture was stirred at room temperature for 0.5 hour and at 60° C. for an hour. To the reaction mixture was added dropwise 1,4-dibromobutane (19 g) at 5° C. with stirring. The mixture was stirred at room temperature for 4 hours and at 50° C. for 2 hours. The reaction mixture was poured into ice-water and extracted with ... Reactants: B(O)(O)C1=C(O[C@H](C(=O)O)C)C=CC(=C1)C(F)(F)F (2-[2-Borono-4-(trifluoromethyl)phenoxy]-(2S)-propanoic acid), BrC1=CC=C(C=C1)S(=O)(=O)N(C)C (4-bromo-N,N-dimethyl-benzenesulfonamide). Yields the product CN(S(=O)(=O)C1=CC=C(C=C1)C1=C(C=CC(=C1)C(F)(F)F)O[C@H](C(=O)O)C)C (2-[[4′-[(Dimethylamino)sulfonyl]-5-(trifluoromethyl)[1,1′-biphenyl]-2-yl]oxy]-(2S)-propanoic acid). RXN SMILES: B([C:4]1[CH:15]=[C:14]([C:16]([F:19])([F:18])[F:17])[CH:13]=[CH:12][C:5]=1[O:6][C@@H:7]([CH3:11])[C:8]([OH:10])=[O:9])(O)O.Br[C:21]1[CH:26]=[CH:25][C:24]([S:27]([N:30]([CH3:32])[CH3:31])(=[O:29])=[O:28])=[CH:23][CH:22]=1>>[CH3:31][N:30]([CH3:32])[S:27]([C:24]1[CH:23]=[CH:22][C:21]([C:4]2[CH:15]=[C:14]([C:16]([F:19])([F:18])[F:17])[CH:13]=[CH:12][C:5]=2[O:6][C@@H:7]([CH3:11])[C:8]([OH:10])=[O:9])=[CH:26][CH:25]=1)(=[O:28])=[O:29]. Procedure: The title compound was prepared by the method of example 144 step (i) using the product from example 146 step (iv) and 4-bromo-N,N-dimethyl-benzenesulfonamide. Yields the product OC(c1ccccc1-n1ccnc1)C(F)(F)F. Reaction SMILES: [CH2:23]([N+:24]([CH2:25][CH2:26][CH2:27][CH3:28])([CH2:29][CH2:30][CH2:31][CH3:32])[CH2:33][CH2:34][CH2:35][CH3:36])[CH2:37][CH2:38][CH3:39].[CH2:40]1[O:41][CH2:42][CH2:43][CH2:44]1.[F-:22].[F:14][C:15]([F:16])([F:17])[Si:18]([CH3:19])([CH3:20])[CH3:21].[n:1]1(-[c:6]2[c:7]([CH:8]=[O:9])[cH:10][cH:11][cH:12][cH:13]2)[cH:2][n:3][cH:4][cH:5]1>>[n:1]1(-[c:6]2[c:7]([CH:8]([OH:9])[C:15]([F:14])([F:16])[F:17])[cH:10][cH:11][cH:12][cH:13]2)[cH:2][n:3][cH:4][cH:5]1. Reactants: CCCC[N+](CCCC)(CCCC)CCCC, C1CCOC1, [F-], C[Si](C)(C)C(F)(F)F, O=Cc1ccccc1-n1ccnc1. Reactants: O=S(=O)(Cl)c1ccc(Cl)nc1, ClCCl, CC1CN(Cc2ccc(N)cc2)CC(C)N1C(=O)OC(C)(C)C, c1ccncc1. The product is CC1CN(Cc2ccc(NS(=O)(=O)c3ccc(Cl)nc3)cc2)CC(C)N1C(=O)OC(C)(C)C. RXN SMILES: [Cl:30][c:31]1[cH:32][cH:33][c:34]([S:37](=[O:38])(=[O:39])[Cl:40])[cH:35][n:36]1.[Cl:41][CH2:42][Cl:43].[NH2:1][c:2]1[cH:3][cH:4][c:5]([CH2:8][N:9]2[CH2:10][CH:11]([CH3:23])[N:12]([C:16](=[O:17])[O:18][C:19]([CH3:20])([CH3:21])[CH3:22])[CH:13]([CH3:15])[CH2:14]2)[cH:6][cH:7]1.[cH:24]1[cH:25][cH:26][n:27][cH:28][cH:29]1>>[NH:1]([c:2]1[cH:3][cH:4][c:5]([CH2:8][N:9]2[CH2:10][CH:11]([CH3:23])[N:12]([C:16](=[O:17])[O:18][C:19]([CH3:20])([CH3:21])[CH3:22])[CH:13]([CH3:15])[CH2:14]2)[cH:6][cH:7]1)[S:37]([c:34]1[cH:33][cH:32][c:31]([Cl:30])[n:36][cH:35]1)(=[O:38])=[O:39].